This data is from the Open Reaction Database (ORD), a public repository of structured organic reaction records. The task is: describe an organic reaction: reactants, conditions, products, and yield Starting materials: [Li]C[Si](C)(C)C, CC(C)(C)[O-], CCCCC, COCOc1ccccc1C(=O)c1cccc(Cl)c1OCOC, [K+], C1CCOC1. Product: C=C(c1ccccc1OCOC)c1cccc(Cl)c1OCOC. Reaction SMILES: [CH3:1][Si:2]([CH2:3][Li:4])([CH3:5])[CH3:6].[CH3:30][C:31]([CH3:32])([O-:33])[CH3:34].[CH3:36][CH2:37][CH2:38][CH2:39][CH3:40].[Cl:7][c:8]1[c:9]([O:26][CH2:27][O:28][CH3:29])[c:10]([C:11](=[O:12])[c:13]2[c:14]([O:19][CH2:20][O:21][CH3:22])[cH:15][cH:16][cH:17][cH:18]2)[cH:23][cH:24][cH:25]1.[K+:35].[O:41]1[CH2:42][CH2:43][CH2:44][CH2:45]1>>[Cl:7][c:8]1[c:9]([O:26][CH2:27][O:28][CH3:29])[c:10]([C:11]([c:13]2[c:14]([O:19][CH2:20][O:21][CH3:22])[cH:15][cH:16][cH:17][cH:18]2)=[CH2:30])[cH:23][cH:24][cH:25]1.